From a dataset of the Open Reaction Database (ORD), a public repository of structured organic reaction records. describe an organic reaction: reactants, conditions, products, and yield The reactants are C(C)(C)(C)O[C@H](C(=O)OCC)C=1C(=NC(=C(C1N1CCC(CC1)(C)C)C1=CC=C(C=C1)O)C)C ((S)-ethyl 2-(tert-butoxy)-2-(4-(4,4-dimethylpiperidin-1-yl)-5-(4-hydroxyphenyl)-2,6-dimethylpyridin-3-yl)acetate), C1=C(C=CC2=CC=CC=C12)CCO (2-(naphthalen-2-yl)ethanol), C1=CC=C(C=C1)P(C2=CC=CC=C2)C3=CC=CC=C3 (Ph3P), CCOC(=O)/N=N/C(=O)OCC (DEAD), [OH-].[Na+] (NaOH). Run in C1CCOC1 (THF), CO (MeOH). Run at time 18 hour. Product: C(C)(C)(C)O[C@H](C(=O)O)C=1C(=NC(=C(C1N1CCC(CC1)(C)C)C1=CC=C(C=C1)OCCC1=CC2=CC=CC=C2C=C1)C)C ((S)-2-(tert-butoxy)-2-(4-(4,4-dimethylpiperidin-1-yl)-2,6-dimethyl-5-(4-(2-(naphthalen-2-yl)ethoxy)phenyl)pyridin-3-yl)acetic acid). Isolated yield 10.6%. As a reaction SMILES: [C:1]([O:5][C@@H:6]([C:12]1[C:13]([CH3:34])=[N:14][C:15]([CH3:33])=[C:16]([C:26]2[CH:31]=[CH:30][C:29](O)=[CH:28][CH:27]=2)[C:17]=1[N:18]1[CH2:23][CH2:22][C:21]([CH3:25])([CH3:24])[CH2:20][CH2:19]1)[C:7]([O:9]CC)=[O:8])([CH3:4])([CH3:3])[CH3:2].[CH:35]1[C:44]2[C:39](=[CH:40][CH:41]=[CH:42][CH:43]=2)[CH:38]=[CH:37][C:36]=1[CH2:45][CH2:46][OH:47].C1C=CC(P(C2C=CC=CC=2)C2C=CC=CC=2)=CC=1.CCOC(/N=N/C(OCC)=O)=O.[OH-].[Na+]>C1COCC1.CO>[C:1]([O:5][C@@H:6]([C:12]1[C:13]([CH3:34])=[N:14][C:15]([CH3:33])=[C:16]([C:26]2[CH:27]=[CH:28][C:29]([O:47][CH2:46][CH2:45][C:36]3[CH:37]=[CH:38][C:39]4[C:44](=[CH:43][CH:42]=[CH:41][CH:40]=4)[CH:35]=3)=[CH:30][CH:31]=2)[C:17]=1[N:18]1[CH2:19][CH2:20][C:21]([CH3:25])([CH3:24])[CH2:22][CH2:23]1)[C:7]([OH:9])=[O:8])([CH3:4])([CH3:2])[CH3:3] |f:4.5|. Reported procedure: To a stirred solution of (S)-ethyl 2-(tert-butoxy)-2-(4-(4,4-dimethylpiperidin-1-yl)-5-(4-hydroxyphenyl)-2,6-dimethylpyridin-3-yl)acetate (20 mg, 0.043 mmol), 2-(naphthalen-2-yl)ethanol (36.8 mg, 0.213 mmol) and Ph3P-resin (55.8 mg, 0.213 mmol) in THF (2 mL) was added DEAD (0.014 mL, 0.085 mmol) at rt. After 18 h, mixture was filtered to remove polymer, concentrated and treated with 1N NaOH (0.854 mL, 0.854 mmol) in MeOH (1 mL) at 75° C. for 16 h. Mixture was then cooled and purified by prep-HPL... Starting materials: BrC1=CC=C2CCN(CC2=C1)C1=NC(=NC(=C1)N1CCN(CC1)C)N (4-(7-bromo-3,4-dihydroisoquinolin-2(1H)-yl)-6-(4-methylpiperazin-1-yl)pyrimidin-2-amine), CC1(OB(OC1(C)C)C=1C=NN(C1)C1(CCCC1)CC#N)C ({1-[4-(4,4,5,5-tetramethyl-1,3,2-dioxaborolan-2-yl)-1H-pyrazol-1-yl]cyclopentyl}acetonitrile). The product is NC1=NC(=CC(=N1)N1CC2=CC(=CC=C2CC1)C=1C=NN(C1)C1(CCCC1)CC#N)N1CCN(CC1)C ([1-(4-{2-[2-amino-6-(4-methylpiperazin-1-yl)pyrimidin-4-yl]-1,2,3,4-tetrahydroisoquinolin-7-yl}-1H-pyrazol-1-yl)cyclopentyl]acetonitrile). Reaction SMILES: Br[C:2]1[CH:11]=[C:10]2[C:5]([CH2:6][CH2:7][N:8]([C:12]3[CH:17]=[C:16]([N:18]4[CH2:23][CH2:22][N:21]([CH3:24])[CH2:20][CH2:19]4)[N:15]=[C:14]([NH2:25])[N:13]=3)[CH2:9]2)=[CH:4][CH:3]=1.CC1(C)C(C)(C)OB([C:34]2[CH:35]=[N:36][N:37]([C:39]3([CH2:44][C:45]#[N:46])[CH2:43][CH2:42][CH2:41][CH2:40]3)[CH:38]=2)O1>>[NH2:25][C:14]1[N:13]=[C:12]([N:8]2[CH2:7][CH2:6][C:5]3[C:10](=[CH:11][C:2]([C:34]4[CH:35]=[N:36][N:37]([C:39]5([CH2:44][C:45]#[N:46])[CH2:43][CH2:42][CH2:41][CH2:40]5)[CH:38]=4)=[CH:3][CH:4]=3)[CH2:9]2)[CH:17]=[C:16]([N:18]2[CH2:19][CH2:20][N:21]([CH3:24])[CH2:22][CH2:23]2)[N:15]=1. Procedure: This compound was prepared by using procedures analogous to those described for the synthesis of Example 2 starting from 4-(7-bromo-3,4-dihydroisoquinolin-2(1H)-yl)-6-(4-methylpiperazin-1-yl)pyrimidin-2-amine and {1-[4-(4,4,5,5-tetramethyl-1,3,2-dioxaborolan-2-yl)-1H-pyrazol-1-yl]cyclopentyl}acetonitrile. LCMS(M+H)+: m/z=498.5 The reactants are BrC1=CC=C(C=C1)C1C(C1)[N+](=O)[O-] (4-bromo-2-nitro-cyclopropylbenzene). RXN SMILES: Br[C:2]1[CH:7]=[CH:6][C:5]([CH:8]2[CH2:10][CH:9]2[N+:11]([O-])=O)=[CH:4][CH:3]=1>C(O)C.[Pd]>[NH2:11][CH:9]1[CH2:10][CH:8]1[C:5]1[CH:6]=[CH:7][CH:2]=[CH:3][CH:4]=1. Product: NC1C(C1)C1=CC=CC=C1 (2- Amino-cyclopropylbenzene). Run in C(C)O (ethanol). The reagents and catalysts are [Pd] (palladium-on-charcoal). Procedure: 3.5 g of 4-bromo-2-nitro-cyclopropylbenzene are dissolved in 30 ml of ethanol and, after addition of 0.5 g of palladium-on-charcoal (10%), are hydrogenated in a Parr apparatus at room temperature under a hydrogen pressure of 5 bar for 2.5 hours. After cooling, the solvent is distilled off in a rotary evaporator and the residue is rendered alkaline with 1N sodium hydroxide solution and extracted three times with 50 ml of ether each time. The combined organic phases are dried over sodium sulphate,... Starting materials: 17.6, C1(=CC=CC=C1)CN[C@H]1[C@@H](CNCC1)O (trans-4-[(phenylmethyl)amino]-3-piperidinol), C([O-])([O-])=O.[Na+].[Na+] (sodium carbonate), CC(CC(C)=O)C (4-methyl-2-pentanone), [Br-].CC1CC(C(O1)=[N+](C)C)(C1=CC=CC=C1)C1=CC=CC=C1 (N-(dihydro-5-methyl-3,3-diphenyl-2(3H)-furanylidene)-N-methylmethanaminium bromide). Run in O (water). Run at time 24 hour. Yields the product 18.8, O[C@@H]1CN(CC[C@H]1NCC1=CC=CC=C1)C(CC(C(=O)N(C)C)(C1=CC=CC=C1)C1=CC=CC=C1)C (trans-3-hydroxy-N,N,γ-trimethyl-α,α-diphenyl-4-[(phenylmethyl)amino]-1-piperidinebutanamide). The yield is 45.0%. RXN SMILES: [C:1]1([CH2:7][NH:8][C@@H:9]2[CH2:14][CH2:13][NH:12][CH2:11][C@H:10]2[OH:15])[CH:6]=[CH:5][CH:4]=[CH:3][CH:2]=1.C(=O)([O-])[O-].[Na+].[Na+].CC(C)CC(=O)C.[Br-].[CH3:30][CH:31]1[O:35][C:34](=[N+:36]([CH3:38])[CH3:37])[C:33]([C:45]2[CH:50]=[CH:49][CH:48]=[CH:47][CH:46]=2)([C:39]2[CH:44]=[CH:43][CH:42]=[CH:41][CH:40]=2)[CH2:32]1>O>[OH:15][C@H:10]1[C@H:9]([NH:8][CH2:7][C:1]2[CH:2]=[CH:3][CH:4]=[CH:5][CH:6]=2)[CH2:14][CH2:13][N:12]([CH:31]([CH3:30])[CH2:32][C:33]([C:45]2[CH:46]=[CH:47][CH:48]=[CH:49][CH:50]=2)([C:39]2[CH:40]=[CH:41][CH:42]=[CH:43][CH:44]=2)[C:34]([N:36]([CH3:37])[CH3:38])=[O:35])[CH2:11]1 |f:1.2.3,5.6|. Procedure: A mixture of 17.6 parts of trans-4-[(phenylmethyl)amino]-3-piperidinol, 27 parts of sodium carbonate and 680 parts of 4-methyl-2-pentanone was stirred and refluxed for 45 minutes using a water separator. After cooling, 33.8 parts of N-(dihydro-5-methyl-3,3-diphenyl-2(3H)-furanylidene)-N-methylmethanaminium bromide were added and stirring was continued for 24 hours at reflux. The mixture was cooled and washed with water. The organic layer was dried, filtered and evaporated. The residue was dissol... Reactants: COC=1C=C2CCC(C2=CC1OC)=O (5,6-Dimethoxy-1-indanone), Cl (hydrochloric acid), C=O (paraformaldehyde), Cl.CNC (dimethylamine hydrochloride). Run in C(C)O (ethanol), CC(=O)C (acetone). Reaction conditions: time 12.5 minute. Product: Cl.CN(C)CC1C(C2=CC(=C(C=C2C1)OC)OC)=O (2-[(Dimethylamino)methyl]-5,6-dimethoxy-1-indanone, hydrochloride). The yield is 53.8%. As a reaction SMILES: [CH3:1][O:2][C:3]1[CH:4]=[C:5]2[C:9](=[CH:10][C:11]=1[O:12][CH3:13])[C:8](=[O:14])[CH2:7][CH2:6]2.[CH2:15]=O.[ClH:17].[CH3:18][NH:19][CH3:20].Cl>C(O)C.CC(C)=O>[ClH:17].[CH3:18][N:19]([CH2:15][CH:7]1[CH2:6][C:5]2[C:9](=[CH:10][C:11]([O:12][CH3:13])=[C:3]([O:2][CH3:1])[CH:4]=2)[C:8]1=[O:14])[CH3:20] |f:2.3,7.8|. Procedure: 5,6-Dimethoxy-1-indanone (5.0 g), paraformaldehyde (1.6 g) and dimethylamine hydrochloride (2.7 g) are suspended in 15 ml of absolute ethanol, treated with 0.43 ml of concentrated hydrochloric acid and the mixture refluxed for 7 hours. The resulting suspension is cooled, diluted with 100 ml of acetone, stirred for 10 to 15 minutes and the precipitate filtered off to yield 4.0 g of the title compound, melting point 178°-180° C.